This data is from the Open Reaction Database (ORD), a public repository of structured organic reaction records. The task is: describe an organic reaction: reactants, conditions, products, and yield Starting materials: OC=1C=C(C#N)C=CC1C1=CC=CC=C1 (3-hydroxy-4-phenylbenzonitrile), C([O-])([O-])=O.[K+].[K+] (potassium carbonate), C(C1=CC=CC=C1)OCCCCBr (4-benzyloxy-1-bromobutane). The solvent is CN(C=O)C (N,N-dimethylformamide). Conditions: temperature 50 celsius, time 26.5 hour. The product is C(C1=CC=CC=C1)OCCCCOC1=C(C=CC(=C1)CN)C1=CC=CC=C1 (2-(4-Benzyloxybutoxy)biphenyl-4-ylmethylamine). As a reaction SMILES: [OH:1][C:2]1[CH:3]=[C:4]([CH:7]=[CH:8][C:9]=1[C:10]1[CH:15]=[CH:14][CH:13]=[CH:12][CH:11]=1)[C:5]#[N:6].C(=O)([O-])[O-].[K+].[K+].[CH2:22]([O:29][CH2:30][CH2:31][CH2:32][CH2:33]Br)[C:23]1[CH:28]=[CH:27][CH:26]=[CH:25][CH:24]=1>CN(C)C=O>[CH2:22]([O:29][CH2:30][CH2:31][CH2:32][CH2:33][O:1][C:2]1[CH:3]=[C:4]([CH2:5][NH2:6])[CH:7]=[CH:8][C:9]=1[C:10]1[CH:11]=[CH:12][CH:13]=[CH:14][CH:15]=1)[C:23]1[CH:28]=[CH:27][CH:26]=[CH:25][CH:24]=1 |f:1.2.3|. Procedure: To a solution of 3-hydroxy-4-phenylbenzonitrile (0.600 g) in N,N-dimethylformamide (4.1 mL) was added potassium carbonate (0.850 g). Then 4-benzyloxy-1-bromobutane (0.703 mL) was added, and the resulting mixture was stirred at 50° C. for 26.5 hours. The reaction mixture was cooled to room temperature and then partitioned between diethyl ether (35 mL) and water (10 mL). The organic layer was washed successively with water (10 mL×2) and brine (10 mL), dried over anhydrous sodium sulfate and concen...